Dataset: the Open Reaction Database (ORD), a public repository of structured organic reaction records. Task: describe an organic reaction: reactants, conditions, products, and yield The product is CCC1OC(=C2C(=O)Nc3ccccc32)c2cnc(Cl)cc21. The reactants are C1CCOC1, C[Si](C)(C)[N-][Si](C)(C)C, CCC1OC(=O)c2cnc(Cl)cc21, Cl, [Li+], O=C1Cc2ccccc2N1. As a reaction SMILES: [CH2:35]1[O:36][CH2:37][CH2:38][CH2:39]1.[CH3:11][Si:12]([N-:13][Si:14]([CH3:15])([CH3:16])[CH3:17])([CH3:18])[CH3:19].[Cl:21][c:22]1[cH:23][c:24]2[c:25]([cH:26][n:27]1)[C:28](=[O:33])[O:29][CH:30]2[CH2:31][CH3:32].[ClH:34].[Li+:20].[NH:1]1[C:2](=[O:10])[CH2:3][c:4]2[cH:5][cH:6][cH:7][cH:8][c:9]21>>[NH:1]1[C:2](=[O:10])[C:3](=[C:28]2[c:25]3[c:24]([cH:23][c:22]([Cl:21])[n:27][cH:26]3)[CH:30]([CH2:31][CH3:32])[O:29]2)[c:4]2[cH:5][cH:6][cH:7][cH:8][c:9]21. Starting materials: B#B (diborane), B#B (diborane), B (borane), N,N-diisopropylalkylamines, amine, B (borane), O1CCCC1 (tetrahydrofuran). Product: C=CCCCCCC (1-octene), C(CCCCCCC)B(CCCCCCCC)CCCCCCCC (trioctylborane). Reaction SMILES: [BH3:1].B#B.O1[CH2:8][CH2:7][CH2:6][CH2:5]1>>[CH2:5]=[CH:6][CH2:7][CH2:8][CH2:5][CH2:6][CH2:7][CH3:8].[CH2:5]([B:1]([CH2:5][CH2:6][CH2:7][CH2:8][CH2:5][CH2:6][CH2:7][CH3:8])[CH2:5][CH2:6][CH2:7][CH2:8][CH2:5][CH2:6][CH2:7][CH3:8])[CH2:6][CH2:7][CH2:8][CH2:5][CH2:6][CH2:7][CH3:8]. Reported procedure: In the practice of the invention, borane adducts of N,N-diisopropylalkylamines are prepared by passing diborane into a neat amine until no more diborane is absorbed. The adduct with N,N-diisopropylisobutylamine is liquid above 0° C., 4.6M in borane, and is stable over prolonged periods at room temperature. The adduct with N,N-diisopropyl-sec-butylamine is a liquid 3.3M in borane when freshly prepared at 0° C., slowly losing borane at room temperature. All of the adducts of this invention hydrobo... The reactants are Brc1cccnc1 (bromide 22), CCOC(=O)CC(=O)OCC (malonate S13). The reagents and catalysts are C1CCC2=NCCCN2CC1 (DBU 24), CS(=O)(=O)O[Pd]1(<-P(C2=CC=CC=C2)(C2=CC=CC=C2)C2=C(C3=C(P(C4=CC=CC=C4)C4=CC=CC=C4)C=CC4=C3C=CC=C4)C3=C(C=CC=C3)C=C2)<-NC2=C(C=CC=C2)C2=CC=CC=C21 (BINAP Pd G3 30). The solvent is CS(C)=O (DMSO), CS(C)=O (DMSO), CS(C)=O (DMSO), CS(C)=O (DMSO). Conditions: time 22 hour. Yields the product CCOC(=O)C(C(=O)OCC)c1cccnc1, Brc1cccnc1, CCOC(=O)CC(=O)OCC, c1ccc(-c2ccccc2)cc1 (biphenyl). Procedure details: The Mosquito was used to combine the source plate solutions by multi-aspiration of 250 nL of each of the four reaction components and then to dose the resulting reaction mixture (1 uL) into a 1536-well plate Reactants: CCOC(=O)C1CCC(O)C(c2ccc(F)cc2)C1C(=O)OCC, CC(OC(=N)C(Cl)(Cl)Cl)c1cc(C(F)(F)F)cc(C(F)(F)F)c1. The product is CCOC(=O)C1CCC(OC(C)c2cc(C(F)(F)F)cc(C(F)(F)F)c2)C(c2ccc(F)cc2)C1C(=O)OCC. Reaction SMILES: [F:1][c:2]1[cH:3][cH:4][c:5]([CH:8]2[CH:9]([C:20](=[O:21])[O:22][CH2:23][CH3:24])[CH:10]([C:15](=[O:16])[O:17][CH2:18][CH3:19])[CH2:11][CH2:12][CH:13]2[OH:14])[cH:6][cH:7]1.[F:25][C:26]([c:27]1[cH:28][c:29]([CH:37]([CH3:38])[O:39][C:40](=[NH:41])[C:42]([Cl:43])([Cl:44])[Cl:45])[cH:30][c:31]([C:33]([F:34])([F:35])[F:36])[cH:32]1)([F:46])[F:47]>>[F:1][c:2]1[cH:3][cH:4][c:5]([CH:8]2[CH:9]([C:20](=[O:21])[O:22][CH2:23][CH3:24])[CH:10]([C:15](=[O:16])[O:17][CH2:18][CH3:19])[CH2:11][CH2:12][CH:13]2[O:14][CH:37]([c:29]2[cH:28][c:27]([C:26]([F:25])([F:46])[F:47])[cH:32][c:31]([C:33]([F:34])([F:35])[F:36])[cH:30]2)[CH3:38])[cH:6][cH:7]1.